Dataset: the Open Reaction Database (ORD), a public repository of structured organic reaction records. Task: describe an organic reaction: reactants, conditions, products, and yield The reactants are N1(CCNCC1)C1=CC=C(C=C1)NC(=O)C=1C(=C(C=CC1)C)C1=CC=C(C=C1)C(C)C (4′-isopropyl-6-methyl-biphenyl-2-carboxylic acid (4-piperazin-1-yl-phenyl)-amide), C(=O)([O-])[O-].[K+].[K+] (K2CO3), BrCC(=O)N (2-bromo-acetamide). Solvent: CC(=O)C (acetone). Product: C(N)(=O)CN1CCN(CC1)C1=CC=C(C=C1)NC(=O)C=1C(=C(C=CC1)C)C1=CC=C(C=C1)C(C)C (4′-Isopropyl-6-methyl-biphenyl-2-carboxylic Acid [4-(4-carbamoylmethyl-piperazin-1-yl)-pheny]-amide). Isolated yield 81.1%. As a reaction SMILES: [N:1]1([C:7]2[CH:12]=[CH:11][C:10]([NH:13][C:14]([C:16]3[C:17]([C:23]4[CH:28]=[CH:27][C:26]([CH:29]([CH3:31])[CH3:30])=[CH:25][CH:24]=4)=[C:18]([CH3:22])[CH:19]=[CH:20][CH:21]=3)=[O:15])=[CH:9][CH:8]=2)[CH2:6][CH2:5][NH:4][CH2:3][CH2:2]1.C([O-])([O-])=O.[K+].[K+].Br[CH2:39][C:40]([NH2:42])=[O:41]>CC(C)=O>[C:40]([CH2:39][N:4]1[CH2:3][CH2:2][N:1]([C:7]2[CH:8]=[CH:9][C:10]([NH:13][C:14]([C:16]3[C:17]([C:23]4[CH:24]=[CH:25][C:26]([CH:29]([CH3:31])[CH3:30])=[CH:27][CH:28]=4)=[C:18]([CH3:22])[CH:19]=[CH:20][CH:21]=3)=[O:15])=[CH:11][CH:12]=2)[CH2:6][CH2:5]1)(=[O:41])[NH2:42] |f:1.2.3|. Reported procedure: To a solution of 4′-isopropyl-6-methyl-biphenyl-2-carboxylic acid (4-piperazin-1-yl-phenyl)-amide (206 mg) in acetone (20 mL) containing K2CO3 (206 mg) was added 2-bromo-acetamide (100 mg) and the mixture was heated at reflux for 16 hours. After cooling at room temperature the salts were removed by filtration, washed with acetone and the filtrate was evaporated under reduced pressure. The residue was purified by flash chromatography eluting with CH2Cl2/MeOH (93/7) and the solid obtained was recr... Reactants: NC1=C(C(=O)C2=C(C=CC=C2)Cl)C=CC=C1 (2-amino-2'-chlorobenzophenone), O.NN (hydrazine hydrate). Solvent: C(COCCO)O (diethylene glycol). Yields the product NC1=C(C(C2=C(C=CC=C2)Cl)=NN)C=CC=C1 (2-amino-2'-chlorobenzophenone hydrazone). RXN SMILES: [NH2:1][C:2]1[CH:16]=[CH:15][CH:14]=[CH:13][C:3]=1[C:4]([C:6]1[CH:11]=[CH:10][CH:9]=[CH:8][C:7]=1[Cl:12])=O.O.[NH2:18][NH2:19]>C(O)COCCO>[NH2:1][C:2]1[CH:16]=[CH:15][CH:14]=[CH:13][C:3]=1[C:4](=[N:18][NH2:19])[C:6]1[CH:11]=[CH:10][CH:9]=[CH:8][C:7]=1[Cl:12] |f:1.2|. Procedure details: In the manner given in Preparation 1, 2-amino-2'-chlorobenzophenone is refluxed with hydrazine hydrate in diethylene glycol to give 2-amino-2'-chlorobenzophenone hydrazone. The reactants are Cl.N12C[C@@H](C(CC1)CC2)NC(=O)C=2SC1=C(C2)C=CC=C1Br (N-[(3R)-1-azabicyclo[2.2.2]oct-3-yl]-7-bromo-1-benzothiophene-2-carboxamide hydrochloride), S1C(=CC=C1)B(O)O (2-thiopheneboronic acid), C([O-])([O-])=O.[Na+].[Na+] (sodium carbonate). Reagents/catalysts: C1=CC=C(C=C1)P([C-]2C=CC=C2)C3=CC=CC=C3.C1=CC=C(C=C1)P([C-]2C=CC=C2)C3=CC=CC=C3.Cl[Pd]Cl.[Fe+2] (PdCl2(dppf)). The solvent is CN(C)C=O (DMF). Run at temperature 85 celsius, time 14 hour. The product is C(=O)O.N12C[C@@H](C(CC1)CC2)NC(=O)C=2SC1=C(C2)C=CC=C1C=1SC=CC1 (N-[(3R)-1-Azabicyclo[2.2.2]oct-3-yl]-7-(2-thienyl)-1-benzothiophene-2-carboxamide formate). RXN SMILES: Cl.[N:2]12[CH2:9][CH2:8][CH:5]([CH2:6][CH2:7]1)[C@@H:4]([NH:10][C:11]([C:13]1[S:14][C:15]3[C:21](Br)=[CH:20][CH:19]=[CH:18][C:16]=3[CH:17]=1)=[O:12])[CH2:3]2.[S:23]1[CH:27]=[CH:26][CH:25]=[C:24]1B(O)O.[C:31](=O)([O-:33])[O-:32].[Na+].[Na+]>C1C=CC(P(C2C=CC=CC=2)[C-]2C=CC=C2)=CC=1.C1C=CC(P(C2C=CC=CC=2)[C-]2C=CC=C2)=CC=1.Cl[Pd]Cl.[Fe+2].CN(C=O)C>[CH:31]([OH:33])=[O:32].[N:2]12[CH2:9][CH2:8][CH:5]([CH2:6][CH2:7]1)[C@@H:4]([NH:10][C:11]([C:13]1[S:14][C:15]3[C:21]([C:24]4[S:23][CH:27]=[CH:26][CH:25]=4)=[CH:20][CH:19]=[CH:18][C:16]=3[CH:17]=1)=[O:12])[CH2:3]2 |f:0.1,3.4.5,6.7.8.9,11.12|. Reported procedure: 100 mg (0.25 mmol) of N-[(3R)-1-azabicyclo[2.2.2]oct-3-yl]-7-bromo-1-benzothiophene-2-carboxamide hydrochloride (Example 8A) and 31.9 mg (0.25 mmol) of 2-thiopheneboronic acid are introduced into 1.5 ml of DMF. Addition of 0.37 ml of 2 M sodium carbonate solution and 9.11 mg (0.01 mmol) of PdCl2(dppf) is followed by heating to 85° C. After 14 h, the reaction mixture is filtered through kieselguhr and purified by preparative HPLC (eluent A: acetonitrile, eluent B: water+0.1% formic acid; gradient... The reactants are C=Cc1ccc(C(C)(C)C)nc1, Cn1ccnc1, Cc1ccccc1, CCOC(=O)C=[N+]=[N-]. The product is CCOC(=O)C1CC1c1ccc(C(C)(C)C)nc1. Reaction SMILES: [C:1]([CH3:2])([CH3:3])([CH3:4])[c:5]1[n:6][cH:7][c:8]([CH:11]=[CH2:12])[cH:9][cH:10]1.[CH3:13][n:14]1[cH:15][n:16][cH:17][cH:18]1.[CH3:27][c:28]1[cH:29][cH:30][cH:31][cH:32][cH:33]1.[N+:19](=[N-:20])=[CH:21][C:22](=[O:23])[O:24][CH2:25][CH3:26]>>[C:1]([CH3:2])([CH3:3])([CH3:4])[c:5]1[n:6][cH:7][c:8]([CH:11]2[CH2:12][CH:21]2[C:22](=[O:23])[O:24][CH2:25][CH3:26])[cH:9][cH:10]1. Run in C(C)(=O)OCC (ethyl acetate). Yields the product CN1C(CC[C@@]2(C3=C(CC[C@@H]12)C=C(C=C3)SC3=CC=CC=C3)C)=O ((4aR)-(10bR)-4,10b-dimethyl-8-phenylthio-1,2,3,4,4a,5,6,10b-octahydrobenzo[f]quinolin-3-one). Reactants: CI (methyl iodide), CC(C)([O-])C.[K+] (Potassium t-butoxide), C(C)(C)(C)O (t-butanol), C[C@@]12CCC(N[C@@H]2CCC2=C1C=CC(=C2)SC2=CC=CC=C2)=O ((4aR)-(10bR)-10b-methyl-8-phenylthio-1,2,3,4,4a,5,6,10b-octahydrobenzo[f]-quinolin-3-one). Isolated yield 471.2%. Procedure details: Potassium t-butoxide (0.22 g, 1.9 mmol) was added to 5 mL of t-butanol in a 25 mL round bottom flask. The (4aR)-(10bR)-10b-methyl-8-phenylthio-1,2,3,4,4a,5,6,10b-octahydrobenzo[f]-quinolin-3-one, (0.183 g, 0.566 mmol) was added followed by methyl iodide while cooling briefly in an ice bath. The mixture was allowed to stir at room temperature for 18 h before diluting with ethyl acetate and filtering to remove inorganics. Filtrate was concentrated in vacuo to give a oil which was triturated in hex... Run at time 18 hour. Reaction SMILES: [CH3:1]C(C)([O-])C.[K+].C(O)(C)(C)C.[CH3:12][C@@:13]12[C:22]3[CH:23]=[CH:24][C:25]([S:27][C:28]4[CH:33]=[CH:32][CH:31]=[CH:30][CH:29]=4)=[CH:26][C:21]=3[CH2:20][CH2:19][C@H:18]1[NH:17][C:16](=[O:34])[CH2:15][CH2:14]2.CI>C(OCC)(=O)C>[CH3:1][N:17]1[C@H:18]2[C@@:13]([CH3:12])([C:22]3[CH:23]=[CH:24][C:25]([S:27][C:28]4[CH:33]=[CH:32][CH:31]=[CH:30][CH:29]=4)=[CH:26][C:21]=3[CH2:20][CH2:19]2)[CH2:14][CH2:15][C:16]1=[O:34] |f:0.1|.